Task: describe an organic reaction: reactants, conditions, products, and yield. Dataset: the Open Reaction Database (ORD), a public repository of structured organic reaction records Starting materials: ClCCCl, CNCc1oc2ccccc2c1C, CC1(C)Cc2cc(C=CC(=O)O)cnc2NC1=O, Cl, CN(C)C=O, O, On1nnc2ccccc21. The product is Cc1c(CN(C)C(=O)C=Cc2cnc3c(c2)CC(C)(C)C(=O)N3)oc2ccccc12. RXN SMILES: [CH2:1]([Cl:2])[CH2:3][Cl:4].[CH3:34][NH:35][CH2:36][c:37]1[o:38][c:39]2[c:40]([c:41]1[CH3:42])[cH:43][cH:44][cH:45][cH:46]2.[CH3:6][C:7]1([CH3:23])[CH2:8][c:9]2[cH:10][c:11]([CH:18]=[CH:19][C:20](=[O:21])[OH:22])[cH:12][n:13][c:14]2[NH:15][C:16]1=[O:17].[ClH:5].[O:47]=[CH:48][N:49]([CH3:50])[CH3:51].[OH2:52].[OH:24][n:25]1[c:26]2[c:27]([cH:28][cH:29][cH:30][cH:31]2)[n:32][n:33]1>>[CH3:6][C:7]1([CH3:23])[CH2:8][c:9]2[cH:10][c:11]([CH:18]=[CH:19][C:20](=[O:22])[N:35]([CH3:34])[CH2:36][c:37]3[o:38][c:39]4[c:40]([c:41]3[CH3:42])[cH:43][cH:44][cH:45][cH:46]4)[cH:12][n:13][c:14]2[NH:15][C:16]1=[O:17].